Dataset: the Open Reaction Database (ORD), a public repository of structured organic reaction records. Task: describe an organic reaction: reactants, conditions, products, and yield Starting materials: FC(C1=CC=CC=2[C@H]3[C@H](NC(C12)=O)CNC3)(F)F ((±)-trans-6-(trifluoromethyl)-2,3,3a,4-tetrahydro-1H-pyrrolo[3,4-c]isoquinolin-5(9bH)-one), C(=O)C1=C(C(=O)OC)C(=CC=C1)C(F)(F)F (Methyl 2-formyl-6-(trifluoromethyl)benzoate), C(C1=CC=CC=C1)=O (benzaldehyde), C(C)(=O)O[BH-](OC(C)=O)OC(C)=O.[Na+] (sodium triacetoxyborohydride). The reagents and catalysts are C(C)(=O)O (acetic acid). Run in ClCCCl (1,2-dichloroethane), C(=O)(O)[O-].[Na+] (NaHCO3). Run at time 3 hour. Yields the product C(C1=CC=CC=C1)N1C[C@H]2NC(C=3C(=CC=CC3[C@@H]2C1)C(F)(F)F)=O ((±)-trans-2-Benzyl-6-(trifluoromethyl)-2,3,3a,4-tetrahydro-1H-pyrrolo[3,4-c]isoquinolin-5(9bH)-one). Yield: 83.0%. As a reaction SMILES: [F:1][C:2]([F:18])([F:17])[C:3]1[C:12]2[C:11](=[O:13])[NH:10][C@@H:9]3[CH2:14][NH:15][CH2:16][C@H:8]3[C:7]=2[CH:6]=[CH:5][CH:4]=1.[CH:19]([C:21]1[CH:30]=[CH:29][CH:28]=[C:27](C(F)(F)F)[C:22]=1C(OC)=O)=O.C(=O)C1C=CC=CC=1.C(O[BH-](OC(=O)C)OC(=O)C)(=O)C.[Na+]>ClCCCl.C(O)(=O)C.C([O-])(O)=O.[Na+]>[CH2:19]([N:15]1[CH2:16][C@@H:8]2[C@H:9]([NH:10][C:11](=[O:13])[C:12]3[C:3]([C:2]([F:1])([F:17])[F:18])=[CH:4][CH:5]=[CH:6][C:7]=32)[CH2:14]1)[C:21]1[CH:30]=[CH:29][CH:28]=[CH:27][CH:22]=1 |f:3.4,7.8|. Procedure: To a solution of (±)-trans-6-(trifluoromethyl)-2,3,3a,4-tetrahydro-1H-pyrrolo[3,4-c]isoquinolin-5(9bH)-one, the free base of Example 10, (161 mg, 0.63 mmol) in 4 mL of 1,2-dichloroethane was added benzaldehyde (0.076 mL, 0.76 mmol), sodium triacetoxyborohydride (267 mg, 1.26 mmol) and 3 drops of glacial acetic acid. The mixture was allowed to stir at ambient temperature for 3 h. The reaction was diluted with sat'd aq NaHCO3 and extracted with ethyl acetate. The organics were washed with brine, d... The reactants are COC1=CC(=C(C=C1OC)[N+](=O)[O-])[N+](=O)[O-] (4,5-dimethoxy-1,2-dinitrobenzene), CCO (EtOH). Reagents/catalysts: [Fe] (iron). Run in O (H2O). Conditions: temperature 70 celsius. Product: COC1=CC(=C(N)C=C1OC)[N+](=O)[O-] (4,5-Dimethoxy-2-nitroaniline). Isolated yield 119.3%. Reaction SMILES: [CH3:1][O:2][C:3]1[C:8]([O:9][CH3:10])=[CH:7][C:6]([N+:11]([O-:13])=[O:12])=[C:5]([N+:14]([O-])=O)[CH:4]=1.CCO>[Fe].O>[CH3:10][O:9][C:8]1[C:3]([O:2][CH3:1])=[CH:4][C:5]([NH2:14])=[C:6]([N+:11]([O-:13])=[O:12])[CH:7]=1. Procedure details: 4.50 g (20.0 mmol) 4,5-dimethoxy-1,2-dinitrobenzene was taken into 50.0 mL EtOH/8.4 mL AcOH mixture. To this was added 4.00 g powdered iron (O). The reaction was heated to an oil bath temperature of 70° C. overnight. The reaction was allowed to cool to room temperature and was poured into 400 mL H2O. Aqueous layer was extracted several times with diethyl ether. Organic layers were dried over magnesium sulfate and evaporated under reduced pressure to give 4.73 g orange solid as a mixture of start... Yields the product OC(C[C@@]1(CCN(C(O1)=O)[C@@H](C)C1=CC=C(C=C1)C1=CN=C(S1)N1C(C=CC=C1)=O)C1=CC=CC=C1)(C)C ((S)-6-(2-hydroxy-2-methylpropyl)-3-((S)-1-{4-[2-(2-oxopyridin-1(2H)-yl)thiazol-5-yl]phenyl}ethyl)-6-phenyl-1,3-oxazinan-2-one). Procedure details: The title compound was prepared from (S)-6-(2-hydroxy-2-methylpropyl)-6-phenyl-3-{(S)-1-[4-(4,4,5,5-tetramethyl-1,3,2-dioxaborolan-2-yl)phenyl]ethyl}-1,3-oxazinan-2-one and 1-(5-bromothiazol-2-yl)pyridin-2(1H)-one following a procedure analogous to that described in Example 31. LC (method 5): tR=1.72 min; Mass spectrum (ESI+): m/z=472, 530 [M+H]+; 1H NMR (CDCl3) δ 1.12 (s, 3H), 1.18 (s, 3H), 1.56 (d, 3H), 2.19 (s, 2H), 2.25 (m, 1H), 2.39 (m, 1H), 2.60 (m, 1H), 2.86 (m, 1H), 5.69 (q, 1H), 6.45 (t... Reactants: OC(C[C@@]1(CCN(C(O1)=O)[C@@H](C)C1=CC=C(C=C1)B1OC(C(O1)(C)C)(C)C)C1=CC=CC=C1)(C)C ((S)-6-(2-hydroxy-2-methylpropyl)-6-phenyl-3-{(S)-1-[4-(4,4,5,5-tetramethyl-1,3,2-dioxaborolan-2-yl)phenyl]ethyl}-1,3-oxazinan-2-one), BrC1=CN=C(S1)N1C(C=CC=C1)=O (1-(5-bromothiazol-2-yl)pyridin-2(1H)-one). Reaction SMILES: [OH:1][C:2]([CH3:35])([CH3:34])[CH2:3][C@@:4]1([C:28]2[CH:33]=[CH:32][CH:31]=[CH:30][CH:29]=2)[O:9][C:8](=[O:10])[N:7]([C@H:11]([C:13]2[CH:18]=[CH:17][C:16](B3OC(C)(C)C(C)(C)O3)=[CH:15][CH:14]=2)[CH3:12])[CH2:6][CH2:5]1.Br[C:37]1[S:41][C:40]([N:42]2[CH:47]=[CH:46][CH:45]=[CH:44][C:43]2=[O:48])=[N:39][CH:38]=1>>[OH:1][C:2]([CH3:34])([CH3:35])[CH2:3][C@@:4]1([C:28]2[CH:33]=[CH:32][CH:31]=[CH:30][CH:29]=2)[O:9][C:8](=[O:10])[N:7]([C@H:11]([C:13]2[CH:14]=[CH:15][C:16]([C:37]3[S:41][C:40]([N:42]4[CH:47]=[CH:46][CH:45]=[CH:44][C:43]4=[O:48])=[N:39][CH:38]=3)=[CH:17][CH:18]=2)[CH3:12])[CH2:6][CH2:5]1. The reactants are C(C(O)CC(=O)O)(=O)O (malic acid), C(CCCCCC)C=1C=NC(=NC1)C1=CC=C(C=C1)O (5-heptyl-2-(p-hydroxyphenyl)pyrimidine), N1=CN=CC=C1 (pyrimidine), O1CC1CCOCCC (1,2-epoxy-5-oxaoctane), CCN(CC)S(F)(F)F (DAST). Reported procedure: A solution of 0.1 mol of 5-heptyl-2-(4-2-hydroxy-5-oxaoctyloxy)phenyl)pyrimidine (prepared by heating optically active 1,2-epoxy-5-oxaoctane, obtainable from malic acid, with 5-heptyl-2-(p-hydroxyphenyl)pyrimidine in the presence of dry potassium carbonate and methyl ethyl ketone as solvent) in methyl chloride is cooled to -40° C., and 0.11 mol of DAST is added dropwise with exclusion of moisture. The reaction mixture is subsequently stirred at room temperature for 12 hours with slow warming, th... Reaction conditions: time 12 hour. As a reaction SMILES: N1C=CC=NC=1.[O:7]1[CH:9]([CH2:10][CH2:11][O:12][CH2:13][CH2:14][CH3:15])[CH2:8]1.C(O)(=O)C(CC(O)=O)O.[CH2:25]([C:32]1[CH:33]=[N:34][C:35]([C:38]2[CH:43]=[CH:42][C:41](O)=[CH:40][CH:39]=2)=[N:36][CH:37]=1)[CH2:26][CH2:27][CH2:28][CH2:29][CH2:30][CH3:31].CCN(S(F)(F)[F:51])CC>C(=O)([O-])[O-].[K+].[K+].C(C(C)=O)C.CCl>[CH2:25]([C:32]1[CH:33]=[N:34][C:35]([C:38]2[CH:43]=[CH:42][C:41]([O:7][CH2:8][CH:9]([F:51])[CH2:10][CH2:11][O:12][CH2:13][CH2:14][CH3:15])=[CH:40][CH:39]=2)=[N:36][CH:37]=1)[CH2:26][CH2:27][CH2:28][CH2:29][CH2:30][CH3:31] |f:5.6.7|. Run in C([O-])([O-])=O.[K+].[K+] (potassium carbonate), C(C)C(=O)C (methyl ethyl ketone), CCl (methyl chloride). The product is C(CCCCCC)C=1C=NC(=NC1)C1=CC=C(C=C1)OCC(CCOCCC)F (5-heptyl-2-(4-(2-fluoro-5-oxaoctyloxy)phenyl)pyrimidine), ( 35 ). The reactants are BrCC(=O)NC1=NOC=C1 (2-bromo-N-isoxazol-3-yl-acetamide), [Br-].O[C@H]1C[N+](CCC1)(C)CC(NC1=NOC=C1)=O ((1R/S,3R)-3-Hydroxy-1-(isoxazol-3-ylcarbamoylmethyl)-1-methyl-piperidinium bromide), [Br-].O[C@H]1C[N+](CCC1)(C)CC(NC1=NOC=C1)=O ((1R/S,3R)-3-Hydroxy-1-(isoxazol-3-ylcarbamoylmethyl)-1-methyl-piperidinium bromide), O(C1=CC=CC=C1)CCBr (2-phenoxy-ethylbromide), CN1CCC(CC1)O (1-methyl-piperidin-4-ol). Product: [Br-].OC1CC[N+](CC1)(CCOC1=CC=CC=C1)C (4-Hydroxy-1-methyl-1-(2-phenoxy-ethyl)-piperidinium bromide). As a reaction SMILES: [Br-].O[C@@H]1CCC[N+](CC(=O)NC2C=CON=2)(C)C1.[CH3:19][N:20]1[CH2:25][CH2:24][CH:23]([OH:26])[CH2:22][CH2:21]1.[Br:27]CC(NC1C=CON=1)=O.[O:37]([CH2:44][CH2:45]Br)[C:38]1[CH:43]=[CH:42][CH:41]=[CH:40][CH:39]=1>>[Br-:27].[OH:26][CH:23]1[CH2:24][CH2:25][N+:20]([CH3:19])([CH2:45][CH2:44][O:37][C:38]2[CH:43]=[CH:42][CH:41]=[CH:40][CH:39]=2)[CH2:21][CH2:22]1 |f:0.1,5.6|. Procedure details: This compound is prepared by an analogous method to (1R/S,3R)-3-Hydroxy-1-(isoxazol-3-ylcarbamoylmethyl)-1-methyl-piperidinium bromide (Intermediate C) by replacing (R)-1-methyl-piperidin-3-ol (step C3) with 1-methyl-piperidin-4-ol and by replacing 2-bromo-N-isoxazol-3-yl-acetamide (Intermediate A) with 2-phenoxy-ethylbromide.